Dataset: the Open Reaction Database (ORD), a public repository of structured organic reaction records. Task: describe an organic reaction: reactants, conditions, products, and yield Reactants: [Cl-].[Al+3].[Cl-].[Cl-] (aluminum chloride), ClCC(=O)Cl (chloroacetyl chloride), CC1(C(NC2=CC=CC=C12)=O)C (2,3-dihydro-3,3-dimethylindol-2-one). Run in C(=S)=S (carbon disulfide). Run at time 4 hour. Yields the product ClCC(=O)C=1C=C2C(C(NC2=CC1)=O)(C)C (5-chloroacetyl-2,3-dihydro-3,3-dimethylindol-2-one). Isolated yield 103.1%. As a reaction SMILES: [Cl-].[Al+3].[Cl-].[Cl-].[Cl:5][CH2:6][C:7](Cl)=[O:8].[CH3:10][C:11]1([CH3:21])[C:19]2[C:14](=[CH:15][CH:16]=[CH:17][CH:18]=2)[NH:13][C:12]1=[O:20]>C(=S)=S>[Cl:5][CH2:6][C:7]([C:17]1[CH:18]=[C:19]2[C:14](=[CH:15][CH:16]=1)[NH:13][C:12](=[O:20])[C:11]2([CH3:21])[CH3:10])=[O:8] |f:0.1.2.3|. Reported procedure: To ice-cooled carbon disulfide (77 ml) were added anhydrous aluminum chloride (61.2 g) and chloroacetyl chloride (36.5 g), and then 2,3-dihydro-3,3-dimethylindol-2-one (24.6 g) was added thereto. The mixture was stirred for 10 minutes at ambient temperature and for 4 hours at 35° to 40° C. The solvent was removed by decantation and to the residue was added ice-water. The resulting crystal was collected, washed with water and dried to give 5-chloroacetyl-2,3-dihydro-3,3-dimethylindol-2-one (37.39... The reactants are CC(=CC(=O)OC1=CC=CC=C1)C (phenyl 3,3-dimethylacrylate), CC(=CC(=O)OC1=CC=CC=C1)C (phenyl 3,3-dimethylacrylate), [Cl-].[Al+3].[Cl-].[Cl-] (aluminum chloride). Procedure: To a stirred, ice-cooled suspension of 10.4 g (78 mmol) of aluminum chloride in 160 ml of methylene chloride was added slowly under argon a solution of 7 g (39.8 mmol) of phenyl 3,3-dimethylacrylate (Compound 81) in 40 ml of methylene chloride. The cooling bath was removed and the mixture stirred for a further 42 h. The mixture was poured into a mixture of ice and brine and the organic layer separated. The aqueous layer was extracted with methylene chloride and the organic extracts were combined... Reaction SMILES: [Cl-].[Al+3].[Cl-].[Cl-].[CH3:5][C:6]([CH3:17])=[CH:7][C:8]([O:10][C:11]1[CH:16]=[CH:15][CH:14]=[CH:13][CH:12]=1)=[O:9]>C(Cl)Cl>[CH3:5][C:6]1([CH3:17])[C:16]2[C:11](=[CH:12][CH:13]=[CH:14][CH:15]=2)[O:10][C:8](=[O:9])[CH2:7]1 |f:0.1.2.3|. Run at time 42 hour. The solvent is C(Cl)Cl (methylene chloride), C(Cl)Cl (methylene chloride). The product is CC1(CC(OC2=CC=CC=C12)=O)C (4,4-Dimethyl-2-oxo-chroman). Reactants: CCCCBr, CCc1c(C2=NCC(=O)N2)nn(-c2ccc(Cl)cc2Cl)c1-c1ccc(Cl)cc1. The product is CCCCN1C(=O)CN=C1c1nn(-c2ccc(Cl)cc2Cl)c(-c2ccc(Cl)cc2)c1CC. Reaction SMILES: [CH2:29]([CH2:30][CH2:31][CH3:32])[Br:33].[Cl:1][c:2]1[cH:3][cH:4][c:5](-[c:8]2[c:9]([CH2:27][CH3:28])[c:10]([C:21]3=[N:22][CH2:23][C:24](=[O:26])[NH:25]3)[n:11][n:12]2-[c:13]2[c:14]([Cl:20])[cH:15][c:16]([Cl:19])[cH:17][cH:18]2)[cH:6][cH:7]1>>[Cl:1][c:2]1[cH:3][cH:4][c:5](-[c:8]2[c:9]([CH2:27][CH3:28])[c:10]([C:21]3=[N:22][CH2:23][C:24](=[O:26])[N:25]3[CH2:29][CH2:30][CH2:31][CH3:32])[n:11][n:12]2-[c:13]2[c:14]([Cl:20])[cH:15][c:16]([Cl:19])[cH:17][cH:18]2)[cH:6][cH:7]1. Reactants: Pyridinium bromide perbromide, COC=1C=C2CCCC(C2=CC1)(O)C=1C=NC(=CC1)OCCN1CCCC1 (6-methoxy-1-[6-(2-pyrrolidin-1-ylethoxy)pyridin-3-yl]-1,2,3,4-tetrahydronaphthalen-1-ol), C(=O)(O)[O-].[Na+] (NaHCO3). The solvent is C(Cl)Cl (CH2Cl2). Conditions: time 18 hour. The product is BrC1=C(C2=CC=C(C=C2CC1)OC)C=1C=CC(=NC1)OCCN1CCCC1 (5-(2-Bromo-6-methoxy-3,4-dihydronaphthalen-1 -yl)-2-(2-pyrrolidin-1-ylethoxy)pyridine). Isolated yield 69.3%. As a reaction SMILES: C1C=C[NH+]=CC=1.[Br:7][Br-]Br.[CH3:10][O:11][C:12]1[CH:13]=[C:14]2[C:19](=[CH:20][CH:21]=1)[C:18]([C:23]1[CH:24]=[N:25][C:26]([O:29][CH2:30][CH2:31][N:32]3[CH2:36][CH2:35][CH2:34][CH2:33]3)=[CH:27][CH:28]=1)(O)[CH2:17][CH2:16][CH2:15]2.C([O-])(O)=O.[Na+]>C(Cl)Cl>[Br:7][C:17]1[CH2:16][CH2:15][C:14]2[C:19](=[CH:20][CH:21]=[C:12]([O:11][CH3:10])[CH:13]=2)[C:18]=1[C:23]1[CH:28]=[CH:27][C:26]([O:29][CH2:30][CH2:31][N:32]2[CH2:36][CH2:35][CH2:34][CH2:33]2)=[N:25][CH:24]=1 |f:0.1,3.4|. Procedure details: Pyridinium bromide perbromide (3.5 g, 12.2 mmol) was added to a solution of 6-methoxy-1-[6-(2-pyrrolidin-1-ylethoxy)pyridin-3-yl]-1,2,3,4-tetrahydronaphthalen-1-ol (3.3 g, 8.9 mmol) in CH2Cl2 (50 mL). The reaction was stirred for 18 h and aqueous NaHCO3 (satd) was added. The aqueous layer was extracted with CH2Cl2 and the combined organic solution was washed with water and brine. The organic solution was dried (MgSO4), filtered, and concentrated. Flash chromatography (CHCl3 : MeOH, 95:5) provide... Reactants: CCOC(=O)c1c(O)c2cc(F)ccc2n(Cc2ccccc2)c1=O, Cc1ccccc1, NC1CCCCC1, O. Product: O=C(NC1CCCCC1)c1c(O)c2cc(F)ccc2n(Cc2ccccc2)c1=O. As a reaction SMILES: [CH2:8]([O:10][C:11](=[O:9])[c:13]1[c:14](=[O:32])[n:15]([CH2:25][c:26]2[cH:27][cH:28][cH:29][cH:30][cH:31]2)[c:16]2[cH:17][cH:18][c:19]([F:24])[cH:20][c:21]2[c:22]1[OH:23])[CH3:12].[CH3:33][c:34]1[cH:35][cH:36][cH:37][cH:38][cH:39]1.[NH2:1][CH:2]1[CH2:3][CH2:4][CH2:5][CH2:6][CH2:7]1.[OH2:40]>>[NH:1]([CH:2]1[CH2:3][CH2:4][CH2:5][CH2:6][CH2:7]1)[C:11](=[O:10])[c:13]1[c:14](=[O:32])[n:15]([CH2:25][c:26]2[cH:27][cH:28][cH:29][cH:30][cH:31]2)[c:16]2[cH:17][cH:18][c:19]([F:24])[cH:20][c:21]2[c:22]1[OH:23]. Starting materials: CC(C)(C)OC(=O)Nc1cc(Cl)c(I)cc1[N+](=O)[O-], C1COCCN1. The product is CC(C)(C)OC(=O)Nc1cc(N2CCOCC2)c(I)cc1[N+](=O)[O-]. RXN SMILES: [C:1]([CH3:2])([CH3:3])([CH3:4])[O:5][C:6]([NH:7][c:8]1[c:9]([N+:16](=[O:17])[O-:18])[cH:10][c:11]([I:15])[c:12]([Cl:14])[cH:13]1)=[O:19].[CH2:20]1[CH2:21][O:22][CH2:23][CH2:24][NH:25]1>>[C:1]([CH3:2])([CH3:3])([CH3:4])[O:5][C:6]([NH:7][c:8]1[c:9]([N+:16](=[O:17])[O-:18])[cH:10][c:11]([I:15])[c:12]([N:25]2[CH2:20][CH2:21][O:22][CH2:23][CH2:24]2)[cH:13]1)=[O:19]. The reactants are 38, C(=S)=S (carbon disulfide), NC1=C(C=CC=C1)NCCCN1CCC(CC1)N1C(NC2=C1C=CC(=C2)Cl)=O (1-[1-{3-[N-(2-aminophenyl)amino]propyl}-4-piperidinyl]-5-chloro-1,3-dihydro-2H-benzimidazol-2-one). Run in C(C)O (ethanol). Yields the product ClC1=CC2=C(N(C(N2)=O)C2CCN(CC2)CCCN2C(NC3=C2C=CC=C3)=S)C=C1 (5-chloro-1-{1-[3-(2,3-dihydro-2-thioxo-1H-benzimidazol-1-yl)-propyl]-4-piperidinyl}-1,3-dihydro-2H-benzimidazol-2-one). Isolated yield 45.5%. As a reaction SMILES: [C:1](=[S:3])=S.[NH2:4][C:5]1[CH:10]=[CH:9][CH:8]=[CH:7][C:6]=1[NH:11][CH2:12][CH2:13][CH2:14][N:15]1[CH2:20][CH2:19][CH:18]([N:21]2[C:25]3[CH:26]=[CH:27][C:28]([Cl:30])=[CH:29][C:24]=3[NH:23][C:22]2=[O:31])[CH2:17][CH2:16]1>C(O)C>[Cl:30][C:28]1[CH:27]=[CH:26][C:25]2[N:21]([CH:18]3[CH2:19][CH2:20][N:15]([CH2:14][CH2:13][CH2:12][N:11]4[C:6]5[CH:7]=[CH:8][CH:9]=[CH:10][C:5]=5[NH:4][C:1]4=[S:3])[CH2:16][CH2:17]3)[C:22](=[O:31])[NH:23][C:24]=2[CH:29]=1. Procedure details: A mixture of 38 parts of carbon disulfide, 6 parts of 1-[1-{3-[N-(2-aminophenyl)amino]propyl}-4-piperidinyl]-5-chloro-1,3-dihydro-2H-benzimidazol-2-one and 32 parts of ethanol is stirred and refluxed for 24 hours. The reaction mixture is evaporated and the residue is crystallized from ethanol. The product is filtered off and recrystallized from a mixture of N,N-dimethylformamide and water, yielding 3 parts (45.5%) of 5-chloro-1-{1-[3-(2,3-dihydro-2-thioxo-1H-benzimidazol-1-yl)-propyl]-4-piperidi...